This data is from the Open Reaction Database (ORD), a public repository of structured organic reaction records. The task is: describe an organic reaction: reactants, conditions, products, and yield Starting materials: CO.ClCCl (MeOH dichloromethane), FC1=C(C=CC(=C1)[C@H]1[C@@H](CNCC1)F)O (2-fluoro-4-((3S,4S)-3-fluoropiperidin-4-yl)phenol), C(C)(C)N(CC)C(C)C (diisopropylethylamine), CS(=O)(=O)O[C@@H]1C(N(CC1)CC1=CC=C(C=C1)Cl)=O ((S)-1-(4-chlorobenzyl)-2-oxopyrrolidin-3-yl methanesulfonate). Solvent: C(C)#N (acetonitrile), C([O-])(O)=O.[Na+] (sodium bicarbonate), C(C)#N (acetonitrile). Run at temperature 60 celsius. Product: ClC1=CC=C(CN2C(C(CC2)N2C[C@H]([C@@H](CC2)C2=CC(=C(C=C2)O)F)F)=O)C=C1 (1-(4-chlorobenzyl)-3-((3S,4S)-3-fluoro-4-(3-fluoro-4-hydroxyphenyl)piperidin-1-yl)pyrrolidin-2-one). Isolated yield 38.0%. Reaction SMILES: [F:1][C:2]1[CH:7]=[C:6]([C@@H:8]2[CH2:13][CH2:12][NH:11][CH2:10][C@H:9]2[F:14])[CH:5]=[CH:4][C:3]=1[OH:15].C(N(C(C)C)CC)(C)C.CS(O[C@H:30]1[CH2:34][CH2:33][N:32]([CH2:35][C:36]2[CH:41]=[CH:40][C:39]([Cl:42])=[CH:38][CH:37]=2)[C:31]1=[O:43])(=O)=O.CO.ClCCl>C(#N)C.C(=O)(O)[O-].[Na+]>[Cl:42][C:39]1[CH:38]=[CH:37][C:36]([CH2:35][N:32]2[CH2:33][CH2:34][CH:30]([N:11]3[CH2:12][CH2:13][C@@H:8]([C:6]4[CH:5]=[CH:4][C:3]([OH:15])=[C:2]([F:1])[CH:7]=4)[C@H:9]([F:14])[CH2:10]3)[C:31]2=[O:43])=[CH:41][CH:40]=1 |f:3.4,6.7|. Procedure: To a solution of 2-fluoro-4-((3S,4S)-3-fluoropiperidin-4-yl)phenol (1.0 g, 4.7 mmol, from example 114, step E) in acetonitrile (25 mL) was added diisopropylethylamine (2.5 mL, 14 mmol) and it was heated to 60° C. for 30 min. To this preheated mixture was then added (S)-1-(4-chlorobenzyl)-2-oxopyrrolidin-3-yl methanesulfonate (1.710 g, 5.63 mmol, from step C) in acetonitrile (15 mL). The reaction mixture was heated at 90° C. for 16 h. The reaction was diluted with sat. aqueous sodium bicarbonate ... Starting materials: ICCCCCCC (1-iodoheptane), OC1=CC=2NC3=CC=CC(=C3SC2C=C1)S(N(C)C)(=O)=O (2-hydroxy-6-dimethylsulphamoylphenothiazine), [OH-].[K+] (potassium hydroxide). Solvent: C(C)C(=O)C (methyl ethyl ketone). Product: C(CCCCCC)OC1=CC=2NC3=CC=CC(=C3SC2C=C1)S(N(C)C)(=O)=O (2-Heptyloxy-6-dimethylsulphamoylphenothiazine). The yield is 149.8%. Reaction SMILES: I[CH2:2][CH2:3][CH2:4][CH2:5][CH2:6][CH2:7][CH3:8].[OH:9][C:10]1[CH:23]=[CH:22][C:21]2[S:20][C:19]3[C:14](=[CH:15][CH:16]=[CH:17][C:18]=3[S:24](=[O:29])(=[O:28])[N:25]([CH3:27])[CH3:26])[NH:13][C:12]=2[CH:11]=1.[OH-].[K+]>C(C(C)=O)C>[CH2:2]([O:9][C:10]1[CH:23]=[CH:22][C:21]2[S:20][C:19]3[C:14](=[CH:15][CH:16]=[CH:17][C:18]=3[S:24](=[O:29])(=[O:28])[N:25]([CH3:26])[CH3:27])[NH:13][C:12]=2[CH:11]=1)[CH2:3][CH2:4][CH2:5][CH2:6][CH2:7][CH3:8] |f:2.3|. Procedure: 2-Heptyloxy-6-dimethylsulphamoylphenothiazine (m.p. 160°-162°C.; 23.4 g.) is prepared by reacting 1-iodoheptane (8.4 g.) with 2-hydroxy-6-dimethylsulphamoylphenothiazine (76.8 g.) in the presence of powdered potassium hydroxide (41.4 g.) in methyl ethyl ketone (600 cc.). Reactants: CNC(C1=C(C=C(C(=C1)C#N)CN=[N+]=[N-])N(C)C)=O (N1-methyl-4-(azidomethyl)-5-cyano-2-(dimethylamino)benzamide). Reagents/catalysts: [C].[Pd] (palladium-carbon). Run in CO (methanol). Conditions: time 30 minute. Product: CNC(=O)C=1C=C2C(NCC2=CC1N(C)C)=N (N5-Methyl-6-(dimethylamino)-3-imino-5-isoindolinecarboxamide). Isolated yield 42.0%. As a reaction SMILES: [CH3:1][NH:2][C:3](=[O:19])[C:4]1[CH:9]=[C:8]([C:10]#[N:11])[C:7]([CH2:12][N:13]=[N+]=[N-])=[CH:6][C:5]=1[N:16]([CH3:18])[CH3:17]>CO.[C].[Pd]>[CH3:1][NH:2][C:3]([C:4]1[CH:9]=[C:8]2[C:7](=[CH:6][C:5]=1[N:16]([CH3:18])[CH3:17])[CH2:12][NH:13][C:10]2=[NH:11])=[O:19] |f:2.3|. Procedure details: After dissolving N1-methyl-4-(azidomethyl)-5-cyano-2-(dimethylamino)benzamide (755 mg, 2.9 mmol) in methanol (50 ml), 10% palladium-carbon (50% wet) (0.2 g) was added prior to catalytic reduction for 30 minutes at room temperature and normal pressure. The catalyst was separated off, the solvent was distilled off under reduced pressure and ethyl acetate was added to the residue for crystallization. This was filtered off to yield the title compound (283 mg) as a faint yellow powder. (42% yield) Starting materials: C1COCCOCCOCCOCCOCCO1 (18-crown-6), COC=1C=CC=C2C=CC=NC12 (8-methoxyquinoline), [F-].[K+] (KF), ClC1=CC=C(C=O)C=C1 (4-chlorobenzaldehyde), FC(S(=O)(=O)OC1=C(C=CC=C1)[Si](C)(C)C)(F)F (2-(trimethylsilyl)phenyl trifluoromethanesulfonate), Pet. ether EtOAc. Run in C1CCOC1 (THF). Product: ClC1=CC=C(C=C1)C1C2=C(N3C(C=CC4=CC=CC=C34)O1)C=CC=C2 (5-(4-chlorophenyl)-5H,6aH-benzo[4,5][1,3]oxazino[3,2-a]quinoline). Isolated yield 65.0%. Reaction SMILES: CO[C:3]1[CH:4]=[CH:5][CH:6]=[C:7]2[C:12]=1[N:11]=[CH:10][CH:9]=[CH:8]2.[Cl:13][C:14]1[CH:21]=[CH:20][C:17]([CH:18]=[O:19])=[CH:16][CH:15]=1.FC(F)(F)S(O[C:28]1[CH:33]=[CH:32][CH:31]=[CH:30][C:29]=1[Si](C)(C)C)(=O)=O.[F-].[K+].C1OCCOCCOCCOCCOCCOC1>C1COCC1>[Cl:13][C:14]1[CH:21]=[CH:20][C:17]([CH:18]2[O:19][CH:10]3[CH:9]=[CH:8][C:7]4[C:12]([N:11]3[C:29]3[CH:30]=[CH:31][CH:32]=[CH:33][C:28]2=3)=[CH:3][CH:4]=[CH:5][CH:6]=4)=[CH:16][CH:15]=1 |f:3.4|. Procedure: Following the general procedure, treatment of 8-methoxyquinoline (0.086 g, 0.50 mmol) and 4-chlorobenzaldehyde (0.105 g, 0.75 mmol) with 2-(trimethylsilyl)phenyl trifluoromethanesulfonate (0.179 g, 146 μL, 0.60 mmol) in the presence of KF (0.070 g, 1.2 mmol) and 18-crown-6 (0.317 g, 1.2 mmol) in THF (2.0 mL) at −10° C. to room temperature for 12 hrs followed by flash column chromatography (Pet. ether/EtOAc=70/30) of the crude reaction mixture afforded 5-(4-chlorophenyl)-5H,6aH-benzo[4,5][1,3]oxa...